This data is from the Open Reaction Database (ORD), a public repository of structured organic reaction records. The task is: describe an organic reaction: reactants, conditions, products, and yield The reactants are C1=CC=C(C2=C1SCCCO2)C(=O)O (7,8-dihydro-6H-5-oxa-9-thia-benzocycloheptene-4-carboxylic acid), C=1C=CC2=C(C1)N=NN2O (HOBT), CCN=C=NCCCN(C)C.Cl (EDC hydrochloride), N (ammonia), CN(C)C=O (DMF). The solvent is C(C)(=O)OCC (ethyl acetate). Conditions: time 48 hour. Product: C1=CC=C(C2=C1SCCOC2)C(=O)N (7,8-Dihydro-6H-oxa-9-thia-benzocycloheptene-4-carboxylic Acid Amide). Isolated yield 64.0%. Reaction SMILES: [CH:1]1[C:6]2[S:7][CH2:8][CH2:9]CO[C:5]=2[C:4]([C:12]([OH:14])=O)=[CH:3][CH:2]=1.C1C=CC2N(O)N=NC=2C=1.CCN=C=NCCCN(C)C.Cl.[NH3:37].CN([CH:41]=[O:42])C>C(OCC)(=O)C>[CH:1]1[C:6]2[S:7][CH2:8][CH2:9][O:42][CH2:41][C:5]=2[C:4]([C:12]([NH2:37])=[O:14])=[CH:3][CH:2]=1 |f:2.3|. Procedure: To 7,8-dihydro-6H-5-oxa-9-thia-benzocycloheptene-4-carboxylic acid (16.5 g, 78.4 mmol) in 100 mL DMF was added in succession solid HOBT (213 g, 1573 mmol), solid EDC hydrochloride (30.1 g, 157.0 mmol), and 25% aqueous ammonia (18 ml, 128.4 mmol). After stirring for 48 h, the reaction mixture was diluted with 200 mL ethyl acetate and washed with water, 1N HCl, saturated NaHCO3, sated NH4Cl, and brine. Drying over Na2SO4 and concentration yielded the amide as a tan solid (10.5 g, 64%). Reactants: BrC=1C=C(C=CC1)C(CC1(OC1)C(F)(F)F)(C)C (2-[2-(3-bromophenyl)-2-methylpropyl]-2-trifluoromethyloxirane), OC1=CC=NC2=CC=CC=C12 (4-hydroxyquinoline), [O-]CC.[Na+] (sodium ethoxide). The solvent is C(C)O (ethanol). Reaction conditions: temperature 85 celsius. The product is BrC=1C=C(C=CC1)C(CC(CN1C=CC(C2=CC=CC=C12)=O)(C(F)(F)F)O)(C)C (1-[4-(3-bromophenyl)-2-hydroxy-4-methyl-2-trifluoromethylpentyl]-1H-quinolin-4-one). As a reaction SMILES: [Br:1][C:2]1[CH:3]=[C:4]([C:8]([CH3:18])([CH3:17])[CH2:9][C:10]2([C:13]([F:16])([F:15])[F:14])[CH2:12][O:11]2)[CH:5]=[CH:6][CH:7]=1.[OH:19][C:20]1[C:29]2[C:24](=[CH:25][CH:26]=[CH:27][CH:28]=2)[N:23]=[CH:22][CH:21]=1.[O-]CC.[Na+]>C(O)C>[Br:1][C:2]1[CH:3]=[C:4]([C:8]([CH3:18])([CH3:17])[CH2:9][C:10]([OH:11])([C:13]([F:16])([F:15])[F:14])[CH2:12][N:23]2[C:24]3[C:29](=[CH:28][CH:27]=[CH:26][CH:25]=3)[C:20](=[O:19])[CH:21]=[CH:22]2)[CH:5]=[CH:6][CH:7]=1 |f:2.3|. Procedure details: A mixture of 2-[2-(3-bromophenyl)-2-methylpropyl]-2-trifluoromethyloxirane, 4-hydroxyquinoline (2 equiv.), and sodium ethoxide (21 wt. % solution in ethanol, 1 equiv.) in ethanol was heated at 85° C. for 14 hours, quenched with water, and concentrated in vacuo to remove most of the ethanol. The residue was diluted with half saturated aqueous sodium bicarbonate solution and methylene chloride. The organic phase was dried over sodium sulfate, filtered, and concentrated in vacuo. Purification of th... Starting materials: CCOC(=O)C (EtOAc), C(C)OC(=O)C=1C=NN(C1)C1=NC2=C(N1COCCOC)C=C(C(=C2)C(F)(F)F)SCC (1-[1-(2-methoxy-ethoxymethyl)-6-ethylsulfanyl-5-trifluoromethyl-1H-benzoimidazol-2-yl]-1H-pyrazole-4-carboxylic acid ethyl ester), CO (MeOH), OOS(=O)[O-].[K+] (Oxone), S(=O)(=O)(O[O-])[O-].[K+].[K+] (potassium peroxymonosulfate). Solvent: O (water), O (water). Conditions: temperature 23 celsius, time 44 hour. Product: C(C)OC(=O)C=1C=NN(C1)C1=NC2=C(N1COCCOC)C=C(C(=C2)C(F)(F)F)S(=O)CC (1-[1-(2-methoxy-ethoxymethyl)-6-ethylsulfinyl-5-trifluoromethyl-1H-benzoimidazol-2-yl]-1H-pyrazole-4-carboxylic acid ethyl ester), C(C)OC(=O)C=1C=NN(C1)C1=NC2=C(N1COCCOC)C=C(C(=C2)C(F)(F)F)S(=O)(=O)CC (1-[1-(2-methoxy-ethoxymethyl)-6-ethylsulfonyl-5-trifluoromethyl-1H-benzoimidazol-2-yl]-1H-pyrazole-4-carboxylic acid ethyl ester). Yield: 48.0%. As a reaction SMILES: [CH2:1]([O:3][C:4]([C:6]1[CH:7]=[N:8][N:9]([C:11]2[N:15]([CH2:16][O:17][CH2:18][CH2:19][O:20][CH3:21])[C:14]3[CH:22]=[C:23]([S:30][CH2:31][CH3:32])[C:24]([C:26]([F:29])([F:28])[F:27])=[CH:25][C:13]=3[N:12]=2)[CH:10]=1)=[O:5])[CH3:2].CO.[OH:35][O:36][S:37]([O-:39])=O.[K+].S([O-])(O[O-])(=O)=O.[K+].[K+].[CH3:49][CH2:50]OC(C)=O>O>[CH2:1]([O:3][C:4]([C:6]1[CH:7]=[N:8][N:9]([C:11]2[N:15]([CH2:16][O:17][CH2:18][CH2:19][O:20][CH3:21])[C:14]3[CH:22]=[C:23]([S:30]([CH2:31][CH3:32])=[O:35])[C:24]([C:26]([F:29])([F:27])[F:28])=[CH:25][C:13]=3[N:12]=2)[CH:10]=1)=[O:5])[CH3:2].[CH2:1]([O:3][C:4]([C:6]1[CH:7]=[N:8][N:9]([C:11]2[N:15]([CH2:16][O:17][CH2:18][CH2:19][O:20][CH3:21])[C:14]3[CH:22]=[C:23]([S:37]([CH2:49][CH3:50])(=[O:39])=[O:36])[C:24]([C:26]([F:28])([F:29])[F:27])=[CH:25][C:13]=3[N:12]=2)[CH:10]=1)=[O:5])[CH3:2] |f:2.3,4.5.6|. Reported procedure: To a mixture of 1-[1-(2-methoxy-ethoxymethyl)-6-ethylsulfanyl-5-trifluoromethyl-1H-benzoimidazol-2-yl]-1H-pyrazole-4-carboxylic acid ethyl ester (0.501 g, 1.14 mmol) and MeOH (5.7 mL) was added a solution of Oxone®/potassium peroxymonosulfate (1.47 g, 2.40 mmol) in water (5.7 mL). The mixture was stirred for 44 h at 23° C. EtOAc (50 mL) and water (30 mL) were added and the biphasic mixture stirred. The layers were separated and the aqueous layer was further extracted with EtOAc (50 mL). The comb... Reactants: C(C)(C)(C)OC(=O)N1[C@H](CN(CC1)C(=O)C1=CC=CC2=CC=CC=C12)CCO (1-tert-Butoxycarbonyl-2(S)-(2-hydroxyethyl)-4-(1-naphthoyl)piperazine), [H-].[Na+] (sodium hydride), ClCC=1C=NC=CC1 (3-chloromethylpyridine). The product is C(C)(C)(C)OC(=O)N1[C@H](CN(CC1)C(=O)C1=CC=CC2=CC=CC=C12)CCOCC=1C=NC=CC1 (1-tert-Butoxycarbonyl-2(S)-(2-(3-pyridylmethoxy)ethyl)-4-(1-naphthoyl)piperazine). Reaction SMILES: [C:1]([O:5][C:6]([N:8]1[CH2:13][CH2:12][N:11]([C:14]([C:16]2[C:25]3[C:20](=[CH:21][CH:22]=[CH:23][CH:24]=3)[CH:19]=[CH:18][CH:17]=2)=[O:15])[CH2:10][C@@H:9]1[CH2:26][CH2:27][OH:28])=[O:7])([CH3:4])([CH3:3])[CH3:2].[H-].[Na+].Cl[CH2:32][C:33]1[CH:34]=[N:35][CH:36]=[CH:37][CH:38]=1>>[C:1]([O:5][C:6]([N:8]1[CH2:13][CH2:12][N:11]([C:14]([C:16]2[C:25]3[C:20](=[CH:21][CH:22]=[CH:23][CH:24]=3)[CH:19]=[CH:18][CH:17]=2)=[O:15])[CH2:10][C@@H:9]1[CH2:26][CH2:27][O:28][CH2:32][C:33]1[CH:34]=[N:35][CH:36]=[CH:37][CH:38]=1)=[O:7])([CH3:4])([CH3:3])[CH3:2] |f:1.2|. Procedure: 1-tert-Butoxycarbonyl-2(S)-(2-hydroxyethyl)-4-(1-naphthoyl)piperazine (0.300 g, 0.780 mmol) was reacted with sodium hydride (0.312 g, 60% dispersion in oil, 7.8 mmol) and 3-chloromethylpyridine (0.497 g, 3.9 mmol) according to the procedure described in Example 7, Step C. The crude product was chromatographed on silica gel with 3% methanol in chloroform. The title compound was obtained as an oil, (0.180 g).